This data is from the Open Reaction Database (ORD), a public repository of structured organic reaction records. The task is: describe an organic reaction: reactants, conditions, products, and yield Reactants: ClC1=C(C=CC=C1Cl)N1CCNCC1 (2,3-dichlorophenylpiperazine), CC1=CC=2C=CC(=NC2NC1=O)OCCCC=O (4-(6-methyl-7-oxo-7,8-dihydro-[1,8]naphthyridin-2-yloxy)-butyraldehyde), [BH-](OC(=O)C)(OC(=O)C)OC(=O)C.[Na+] (NaBH(OAc)3). Run in CO (methanol). Run at time 5 minute. Product: ClC1=C(C=CC=C1Cl)N1CCN(CC1)CCCCOC1=CC=C2C=C(C(NC2=N1)=O)C (7-{4-[4-(2,3-Dichloro-phenyl)-piperazin-1-yl]-butoxy}-3-methyl-1H-[1,8]naphthyridin-2-one). Isolated yield 19.4%. RXN SMILES: [CH3:1][C:2]1[C:11](=[O:12])[NH:10][C:9]2[N:8]=[C:7]([O:13][CH2:14][CH2:15][CH2:16][CH:17]=O)[CH:6]=[CH:5][C:4]=2[CH:3]=1.[Cl:19][C:20]1[C:25]([Cl:26])=[CH:24][CH:23]=[CH:22][C:21]=1[N:27]1[CH2:32][CH2:31][NH:30][CH2:29][CH2:28]1.[BH-](OC(C)=O)(OC(C)=O)OC(C)=O.[Na+]>CO>[Cl:19][C:20]1[C:25]([Cl:26])=[CH:24][CH:23]=[CH:22][C:21]=1[N:27]1[CH2:32][CH2:31][N:30]([CH2:17][CH2:16][CH2:15][CH2:14][O:13][C:7]2[N:8]=[C:9]3[C:4]([CH:3]=[C:2]([CH3:1])[C:11](=[O:12])[NH:10]3)=[CH:5][CH:6]=2)[CH2:29][CH2:28]1 |f:2.3|. Reported procedure: To a solution of crude 4-(6-methyl-7-oxo-7,8-dihydro-[1,8]naphthyridin-2-yloxy)-butyraldehyde (0.65 g, 2.24 mmol, 1.0 equiv) in anhydrous methanol (40 mL) cooled to 0° C. was added 2,3-dichlorophenylpiperazine (1.2 g, 4.0 mmol, 2.0 equiv). The mixture was stirred for 5 min and NaBH(OAc)3 (2.3 g, 11.2 mmol, 5.0 equiv) was added. The reaction mixture was brought to room temperature and stirred overnight. The reaction was quenched with water and was concentrated to remove methanol completely. The r... Starting materials: Cl.N(N)C=1C=CC2=C(C(=CS2)C)C1 (5-hydrazino-3-methylbenzothiophene hydrochloride), C(C)(CC)N1CCC(CC1)=O (1-sec.-butyl-4-piperidone), C(C)(C)O.Cl (isopropanol HCl). The solvent is C(C)(C)O (isopropanol). Product: C(C)(CC)N1CC2=C(NC3=CC=C4C(=C23)C(=CS4)C)CC1 (9-sec.-butyl-1-methyl-7,8,9,10-tetrahydrothieno[3,2-e]pyrido[4,3-b]indole). RXN SMILES: Cl.[NH:2]([C:4]1[CH:5]=[CH:6][C:7]2[S:11][CH:10]=[C:9]([CH3:12])[C:8]=2[CH:13]=1)N.[CH:14]([N:18]1[CH2:23][CH2:22][C:21](=O)[CH2:20][CH2:19]1)([CH2:16][CH3:17])[CH3:15].C(O)(C)C.Cl>C(O)(C)C>[CH:14]([N:18]1[CH2:23][CH2:22][C:21]2[NH:2][C:4]3[C:13]([C:20]=2[CH2:19]1)=[C:8]1[C:9]([CH3:12])=[CH:10][S:11][C:7]1=[CH:6][CH:5]=3)([CH2:16][CH3:17])[CH3:15] |f:0.1,3.4|. Procedure details: 11 g of 5-hydrazino-3-methylbenzothiophene hydrochloride and 8.5 g of 1-sec.-butyl-4-piperidone are boiled in 35 ml of isopropanol, and during this procedure isopropanol/HCl are added dropwise. The mixture is then evaporated, the residue is taken up in water and the mixture is rendered alkaline and extracted with methylene chloride. After washing and drying the organic phase, it is evaporated and the residue is recrystallised from cyclohexane. Melting point: 136°-137° C. Reactants: ClCCCl, CNCc1oc2ccccc2c1C, Cl, CN(C)C=O, O=C(O)C=Cc1cnc2[nH]c(=O)ccc2c1, O, On1nnc2ccccc21. Yields the product Cc1c(CN(C)C(=O)C=Cc2cnc3[nH]c(=O)ccc3c2)oc2ccccc12. RXN SMILES: [CH2:1]([Cl:2])[CH2:3][Cl:4].[CH3:32][NH:33][CH2:34][c:35]1[o:36][c:37]2[c:38]([c:39]1[CH3:40])[cH:41][cH:42][cH:43][cH:44]2.[ClH:5].[O:45]=[CH:46][N:47]([CH3:48])[CH3:49].[O:6]=[c:7]1[cH:8][cH:9][c:10]2[cH:11][c:12]([CH:17]=[CH:18][C:19](=[O:20])[OH:21])[cH:13][n:14][c:15]2[nH:16]1.[OH2:50].[OH:22][n:23]1[c:24]2[c:25]([cH:26][cH:27][cH:28][cH:29]2)[n:30][n:31]1>>[O:6]=[c:7]1[cH:8][cH:9][c:10]2[cH:11][c:12]([CH:17]=[CH:18][C:19](=[O:21])[N:33]([CH3:32])[CH2:34][c:35]3[o:36][c:37]4[c:38]([c:39]3[CH3:40])[cH:41][cH:42][cH:43][cH:44]4)[cH:13][n:14][c:15]2[nH:16]1. The reactants are aqueous solution, CI (methyl iodide), C([O-])([O-])=O.[Cs+].[Cs+] (caesium carbonate), COC(=O)C1=CC=C(C=C1)B(O)O ([4-(methoxycarbonyl)phenyl]boronic acid), C([O-])([O-])=O.[K+].[K+] (potassium carbonate), NC1=C(C(=O)OC)C=C(C=C1)C(=O)C1=NC(=C2N1C=CC=C2)Br (methyl 2-amino-5-[(1-bromoimidazo[1,5-a]pyridin-3-yl)carbonyl]benzoate), Cl (hydrochloric acid). Reagents/catalysts: C=1C=CC(=CC1)[P](C=2C=CC=CC2)(C=3C=CC=CC3)[Pd]([P](C=4C=CC=CC4)(C=5C=CC=CC5)C=6C=CC=CC6)([P](C=7C=CC=CC7)(C=8C=CC=CC8)C=9C=CC=CC9)[P](C=1C=CC=CC1)(C=1C=CC=CC1)C=1C=CC=CC1 (tetrakis(triphenylphosphine)palladium). Run in O (water), CO (methanol), CN(C)C=O (DMF), O (water), COCCOC (DME). Conditions: temperature 90 celsius, time 24 hour. The product is NC1=C(C(=O)OC)C=C(C=C1)C(=O)C1=NC(=C2N1C=CC=C2)C2=CC(=CC=C2)C(=O)OC (Methyl 2-amino-5-({1-[3-(methoxycarbonyl)phenyl]imidazo[1,5-a]pyridin-3-yl}carbonyl)benzoate). Yield: 76.7%. As a reaction SMILES: [CH3:1][O:2][C:3]([C:5]1[CH:10]=[CH:9][C:8](B(O)O)=[CH:7][CH:6]=1)=[O:4].C(=O)([O-])[O-].[K+].[K+].[NH2:20][C:21]1[CH:30]=[CH:29][C:28]([C:31]([C:33]2[N:37]3[CH:38]=[CH:39][CH:40]=[CH:41][C:36]3=[C:35](Br)[N:34]=2)=[O:32])=[CH:27][C:22]=1[C:23]([O:25][CH3:26])=[O:24].Cl.CI.C(=O)([O-])[O-].[Cs+].[Cs+]>O.COCCOC.CN(C=O)C.CO.C1C=CC([P]([Pd]([P](C2C=CC=CC=2)(C2C=CC=CC=2)C2C=CC=CC=2)([P](C2C=CC=CC=2)(C2C=CC=CC=2)C2C=CC=CC=2)[P](C2C=CC=CC=2)(C2C=CC=CC=2)C2C=CC=CC=2)(C2C=CC=CC=2)C2C=CC=CC=2)=CC=1>[NH2:20][C:21]1[CH:30]=[CH:29][C:28]([C:31]([C:33]2[N:37]3[CH:38]=[CH:39][CH:40]=[CH:41][C:36]3=[C:35]([C:7]3[CH:8]=[CH:9][CH:10]=[C:5]([C:3]([O:2][CH3:1])=[O:4])[CH:6]=3)[N:34]=2)=[O:32])=[CH:27][C:22]=1[C:23]([O:25][CH3:26])=[O:24] |f:1.2.3,7.8.9,^1:69,71,90,109|. Reported procedure: 0.248 g (1.38 mmol) of [4-(methoxycarbonyl)phenyl]boronic acid, 0.57 g (2.30 mmol) of potassium carbonate in 2 ml of water, and 0.027 g (0.02 mmol) of tetrakis(triphenylphosphine)palladium are added to a solution of 0.43 g (1.15 mmol) of methyl 2-amino-5-[(1-bromoimidazo[1,5-a]pyridin-3-yl)carbonyl]benzoate in 10 ml of DME, under an inert argon atmosphere. The reaction medium is heated at 90° C. for 2 hours. The reaction medium is acidified with a 1N aqueous solution of hydrochloric acid, and ex... Starting materials: O=C([O-])[O-], CCOC(=O)N(c1ccccc1)c1ccccc1N, COC(=O)C(NC(=O)C(C)Cl)C(=O)OC, CC(=O)O, CC(C)=O, CCOC(C)=O, Cl, [K+], [K+], O=N[O-], [Na+]. Yields the product CCOC(=O)N(c1ccccc1)c1ccccc1N=NC(NC(=O)C(C)Cl)(C(=O)OC)C(=O)OC. Reaction SMILES: [C:40](=[O:41])([O-:42])[O-:43].[CH2:1]([CH3:2])[O:3][C:4]([N:5]([c:6]1[cH:7][cH:8][cH:9][cH:10][cH:11]1)[c:12]1[c:13]([NH2:18])[cH:14][cH:15][cH:16][cH:17]1)=[O:19].[CH3:25][O:26][C:27]([CH:28]([C:29](=[O:30])[O:31][CH3:32])[NH:33][C:34]([CH:35]([CH3:36])[Cl:37])=[O:38])=[O:39].[CH3:46][C:47](=[O:48])[OH:49].[CH3:50][C:51](=[O:52])[CH3:53].[CH3:54][CH2:55][O:56][C:57](=[O:58])[CH3:59].[ClH:20].[K+:44].[K+:45].[N:21]([O-:22])=[O:23].[Na+:24]>>[CH2:1]([CH3:2])[O:3][C:4]([N:5]([c:6]1[cH:7][cH:8][cH:9][cH:10][cH:11]1)[c:12]1[c:13]([N:18]=[N:21][C:28]([C:27]([O:26][CH3:25])=[O:39])([C:29](=[O:30])[O:31][CH3:32])[NH:33][C:34]([CH:35]([CH3:36])[Cl:37])=[O:38])[cH:14][cH:15][cH:16][cH:17]1)=[O:19]. Reactants: COC(=O)C(C)(C)Cc1ncc(-c2cc(C)cc(N(C(=O)OC(C)(C)C)c3nccc(C(F)(F)F)n3)c2)s1, ClCCl. Yields the product COC(=O)C(C)(C)Cc1ncc(-c2cc(C)cc(Nc3nccc(C(F)(F)F)n3)c2)s1. RXN SMILES: [C:1]([O:2][C:3](=[O:4])[N:8]([c:9]1[cH:10][c:11](-[c:16]2[cH:17][n:18][c:19]([CH2:21][C:22]([C:23](=[O:24])[O:25][CH3:26])([CH3:27])[CH3:28])[s:20]2)[cH:12][c:13]([CH3:15])[cH:14]1)[c:29]1[n:30][cH:31][cH:32][c:33]([C:35]([F:36])([F:37])[F:38])[n:34]1)([CH3:5])([CH3:6])[CH3:7].[Cl:39][CH2:40][Cl:41]>>[NH:8]([c:9]1[cH:10][c:11](-[c:16]2[cH:17][n:18][c:19]([CH2:21][C:22]([C:23](=[O:24])[O:25][CH3:26])([CH3:27])[CH3:28])[s:20]2)[cH:12][c:13]([CH3:15])[cH:14]1)[c:29]1[n:30][cH:31][cH:32][c:33]([C:35]([F:36])([F:37])[F:38])[n:34]1. The reactants are CCOC(C)=O, CCO, O=C[O-], CCOC(=O)c1cc2cc([N+](=O)[O-])ccc2n1-c1ccccc1, [NH4+]. Product: CCOC(=O)c1cc2cc(N)ccc2n1-c1ccccc1. Reaction SMILES: [CH3:28][CH2:29][O:30][C:31](=[O:32])[CH3:33].[CH3:34][CH2:35][OH:36].[CH:24]([O-:25])=[O:26].[N+:1]([O-:2])(=[O:3])[c:4]1[cH:5][c:6]2[cH:7][c:8]([C:19](=[O:20])[O:21][CH2:22][CH3:23])[n:9](-[c:13]3[cH:14][cH:15][cH:16][cH:17][cH:18]3)[c:10]2[cH:11][cH:12]1.[NH4+:27]>>[NH2:1][c:4]1[cH:5][c:6]2[cH:7][c:8]([C:19](=[O:20])[O:21][CH2:22][CH3:23])[n:9](-[c:13]3[cH:14][cH:15][cH:16][cH:17][cH:18]3)[c:10]2[cH:11][cH:12]1. Reactants: O1CCOC12CCN(CC2)C2=C(C=C(C=C2)N2C(O[C@H](C2)COC2=NOC=C2)=O)F (3-(4-(1,4-Dioxa-8-azaspiro[4,5]decan-8-yl)-3-fluorophenyl)-5(R)-(isoxazol-3-yloxymethyl)oxazolidin-2-one). Solvent: C(C)(=O)O (acetic acid), O (water). Product: O=C1CCN(CC1)C1=C(C=C(C=C1)N1C(O[C@H](C1)COC1=NOC=C1)=O)F (3-(4-(4-Oxopiperidin-1-yl)-3-fluorophenyl)-5(R)-(isoxazol-3-yloxymethyl)oxazolidin-2-one). Isolated yield 88.8%. RXN SMILES: O1[C:5]2([CH2:10][CH2:9][N:8]([C:11]3[CH:16]=[CH:15][C:14]([N:17]4[CH2:21][C@H:20]([CH2:22][O:23][C:24]5[CH:28]=[CH:27][O:26][N:25]=5)[O:19][C:18]4=[O:29])=[CH:13][C:12]=3[F:30])[CH2:7][CH2:6]2)[O:4]CC1>C(O)(=O)C.O>[O:4]=[C:5]1[CH2:6][CH2:7][N:8]([C:11]2[CH:16]=[CH:15][C:14]([N:17]3[CH2:21][C@H:20]([CH2:22][O:23][C:24]4[CH:28]=[CH:27][O:26][N:25]=4)[O:19][C:18]3=[O:29])=[CH:13][C:12]=2[F:30])[CH2:9][CH2:10]1. Procedure details: 3-(4-(1,4-Dioxa-8-azaspiro[4,5]decan-8-yl)-3-fluorophenyl)-5(R)-(isoxazol-3-yloxymethyl)oxazolidin-2-one (3.58 g, 8.52 mmol) was dissolved in a mixture of glacial acetic acid (50 ml) and water (50 ml), and heated at 50° for 12 hours. Solvent was evaporated, the residue azeotroped with toluene (50 ml), then partitioned between EtOAc (150 ml) and water (100 ml). The organic layer was washed with saturated aqueous sodium bicarbonate solution (2×100 ml), water (100 ml), dried (magnesium sulfate) and...